From a dataset of the Open Reaction Database (ORD), a public repository of structured organic reaction records. describe an organic reaction: reactants, conditions, products, and yield Reactants: NC1=C(C(=O)OC)C=C(N=C1OC)OC (methyl 3-amino-2,6-dimethoxyisonicotinate), COC1=CC=C(C=C1)S(=O)(=O)Cl (p-methoxybenzenesulfonyl chloride). The solvent is N1=CC=CC=C1 (pyridine). Run at time 8 hour. Yields the product COC1=CC=C(C=C1)S(=O)(=O)NC1=C(C(=O)OC)C=C(N=C1OC)OC (methyl 3-(4-methoxy-benzenesulfonylamino)-2,6-dimethoxy-isonicotinate). Isolated yield 88.6%. RXN SMILES: [NH2:1][C:2]1[C:11]([O:12][CH3:13])=[N:10][C:9]([O:14][CH3:15])=[CH:8][C:3]=1[C:4]([O:6][CH3:7])=[O:5].[CH3:16][O:17][C:18]1[CH:23]=[CH:22][C:21]([S:24](Cl)(=[O:26])=[O:25])=[CH:20][CH:19]=1>N1C=CC=CC=1>[CH3:16][O:17][C:18]1[CH:19]=[CH:20][C:21]([S:24]([NH:1][C:2]2[C:11]([O:12][CH3:13])=[N:10][C:9]([O:14][CH3:15])=[CH:8][C:3]=2[C:4]([O:6][CH3:7])=[O:5])(=[O:26])=[O:25])=[CH:22][CH:23]=1. Reported procedure: To a solution of the product of Example 29 (0.278 g, 1.31 mmol) in pyridine (2 mL) was added p-methoxybenzenesulfonyl chloride (0.28 g, 1.38 mmol). The reaction mixture was stirred at room temperature overnight and was then quenched with H2O. The mixture was extracted 3 times with ether. The organics were combined, washed with brine, dried over MgSO4, concentrated in vacuo to provide 0.444 g (89%) of methyl 3-(4-methoxy-benzenesulfonylamino)-2,6-dimethoxy-isonicotinate as a solid. Electrospray M... Reactants: [O-][Cr](=O)(=O)O[Cr](=O)(=O)[O-].[Na+].[Na+] (sodium bichromate), ClCl (chlorine). The reagents and catalysts are [V] (vanadium). The product is O.O.O.O.[Cr](=O)(=O)([O-])[O-].[Na+].[Na+] (sodium chromate tetrahydrate). RXN SMILES: [O-:1][Cr:2]([O:5][Cr]([O-])(=O)=O)(=[O:4])=[O:3].[Na+:10].[Na+].ClCl>[V]>[OH2:1].[OH2:1].[OH2:1].[OH2:1].[Cr:2]([O-:5])([O-:4])(=[O:3])=[O:1].[Na+:10].[Na+:10] |f:0.1.2,5.6.7.8.9.10.11|. Reported procedure: A process for preparing sodium bichromate substantially free of vanadium and chlorine which comprises concentrating a sodium chromate liquor obtained from chrome-bearing minerals to form crystals of sodium chromate tetrahydrate, separating the tetrahydrate crystals from the liquor and recovering the crystals, treating the separated crystals with sulfuric acid to form the bichromate and recovering the sodium bichromate after separation of insoluble sodium sulfate formed. Reactants: C(C)OC(=O)C1CCN(CC1)C1=CC=NC=C1 (1-(pyridin-4-yl)piperidine-4-carboxylic acid ethyl ester), C(C)(C)(C)OC(=O)N1CC2=CC(=CC=C2CC1)OCCl (7-chloromethoxy-1,2,3,4-tetrahydroisoquinoline-2-carboxylic acid tert-butyl ester), [Cl-].[NH4+] (ammonium chloride), C(C)(C)[N-]C(C)C.[Li+].O1CCCC1 (lithium diisopropylamide tetrahydrofuran). Run in O1CCCC1 (tetrahydrofuran), O (water), O1CCCC1 (tetrahydrofuran). Reaction conditions: time 45 minute. The product is C(C)(C)(C)OC(=O)N1CC2=CC(=CC=C2CC1)OCC1(CCN(CC1)C1=CC=NC=C1)C(=O)OCC (7-[4-Ethoxycarbonyl-1-(pyridin-4-yl)piperidin-4-ylmethoxy]-1,2,3,4-tetrahydroisoquinoline-2-carboxylic Acid tert-Butyl Ester). Reaction SMILES: [CH2:1]([O:3][C:4]([CH:6]1[CH2:11][CH2:10][N:9]([C:12]2[CH:17]=[CH:16][N:15]=[CH:14][CH:13]=2)[CH2:8][CH2:7]1)=[O:5])[CH3:2].C([N-]C(C)C)(C)C.[Li+].O1CCCC1.[C:31]([O:35][C:36]([N:38]1[CH2:47][CH2:46][C:45]2[C:40](=[CH:41][C:42]([O:48][CH2:49]Cl)=[CH:43][CH:44]=2)[CH2:39]1)=[O:37])([CH3:34])([CH3:33])[CH3:32].[Cl-].[NH4+]>O1CCCC1.O>[C:31]([O:35][C:36]([N:38]1[CH2:47][CH2:46][C:45]2[C:40](=[CH:41][C:42]([O:48][CH2:49][C:6]3([C:4]([O:3][CH2:1][CH3:2])=[O:5])[CH2:11][CH2:10][N:9]([C:12]4[CH:17]=[CH:16][N:15]=[CH:14][CH:13]=4)[CH2:8][CH2:7]3)=[CH:43][CH:44]=2)[CH2:39]1)=[O:37])([CH3:34])([CH3:33])[CH3:32] |f:1.2.3,5.6|. Procedure details: To a solution of 1-(pyridin-4-yl)piperidine-4-carboxylic acid ethyl ester (Tetrahedron, vol. 44, No. 23, p. 7095 (1988)) (13.4 g) in tetrahydrofuran (300 ml) was dropwise added a 2M-lithium diisopropylamide-tetrahydrofuran solution (31 ml) at −70° C. under an argon atmosphere, and the mixture was stirred at the same temperature for 45 min. To this solution was dropwise added a solution of 7-chloromethoxy-1,2,3,4-tetrahydroisoquinoline-2-carboxylic acid tert-butyl ester (7.4 g) in tetrahydrofuran...